Dataset: the Open Reaction Database (ORD), a public repository of structured organic reaction records. Task: describe an organic reaction: reactants, conditions, products, and yield The reactants are CC=1SC2=C(N1)C=CC=C2 (2-methylbenzothiazole), BrN1C(CCC1=O)=O (N-bromosuccinimide). The reagents and catalysts are C(C1=CC=CC=C1)(=O)OOC(C1=CC=CC=C1)=O (dibenzoyl peroxide). Solvent: C(Cl)(Cl)(Cl)Cl (carbon tetrachloride). Product: BrCC=1SC2=C(N1)C=CC=C2 (2-Bromomethylbenzothiazole). Yield: 68.0%. RXN SMILES: [CH3:1][C:2]1[S:3][C:4]2[CH:10]=[CH:9][CH:8]=[CH:7][C:5]=2[N:6]=1.[Br:11]N1C(=O)CCC1=O>C(Cl)(Cl)(Cl)Cl.C(OOC(=O)C1C=CC=CC=1)(=O)C1C=CC=CC=1>[Br:11][CH2:1][C:2]1[S:3][C:4]2[CH:10]=[CH:9][CH:8]=[CH:7][C:5]=2[N:6]=1. Reported procedure: 476 mg of dibenzoyl peroxide were added to a solution of 5.87 g of 2-methylbenzothiazole and 15.4 g of N-bromosuccinimide in 60 ml of carbon tetrachloride at room temperature and the resulting mixture was stirred under reflux for 9 hours. At the end of this time, the reaction mixture was filtered and the resulting filtrate was concentrated by evaporation under reduced pressure to give a crude crystalline solid which was purified by column chromatography through silica gel using a 10:1 by volume ...